This data is from the Open Reaction Database (ORD), a public repository of structured organic reaction records. The task is: describe an organic reaction: reactants, conditions, products, and yield Starting materials: O=C1CCC1, CNC(=O)c1ccc(N)cc1F, N#C[Na]. Product: CNC(=O)c1ccc(NC2(C#N)CCC2)cc1F. As a reaction SMILES: [C:16]1(=[O:20])[CH2:17][CH2:18][CH2:19]1.[F:1][c:2]1[c:3]([C:4](=[O:5])[NH:6][CH3:7])[cH:8][cH:9][c:10]([NH2:12])[cH:11]1.[Na:13][C:14]#[N:15]>>[F:1][c:2]1[c:3]([C:4](=[O:5])[NH:6][CH3:7])[cH:8][cH:9][c:10]([NH:12][C:16]2([C:14]#[N:15])[CH2:17][CH2:18][CH2:19]2)[cH:11]1. Isolated yield 88.0%. The solvent is CN (methylamine), O1CCCC1 (tetrahydrofuran). The product is CNS(=O)(=O)C=1C=C2CC(NC2=CC1)=O (5-methylaminosulfonyl-2-oxindole). Procedure details: A suspension of 3.38 g of 5-chlorosulfonyl-2-oxindole from the oxindole O-17 in 10 mL of 2 M methylamine in tetrahydrofuran was stirred at room temperature for 4 hours at which time a white solid was present. The precipitate was collected by vacuum filtration, washed twice with 5 mL of water each time and dried under vacuum at 40° C. overnight to give 3.0 g (88% yield) of 5-methylaminosulfonyl-2-oxindole. The reactants are ClS(=O)(=O)C=1C=C2CC(NC2=CC1)=O (5-chlorosulfonyl-2-oxindole), N1C(CC2=CC=CC=C12)=O (oxindole). As a reaction SMILES: Cl[S:2]([C:5]1[CH:6]=[C:7]2[C:11](=[CH:12][CH:13]=1)[NH:10][C:9](=[O:14])[CH2:8]2)(=[O:4])=[O:3].[NH:15]1C2C(=CC=CC=2)C[C:16]1=O>CN.O1CCCC1>[CH3:16][NH:15][S:2]([C:5]1[CH:6]=[C:7]2[C:11](=[CH:12][CH:13]=1)[NH:10][C:9](=[O:14])[CH2:8]2)(=[O:4])=[O:3].